This data is from the Open Reaction Database (ORD), a public repository of structured organic reaction records. The task is: describe an organic reaction: reactants, conditions, products, and yield Reactants: CN(C)C=O, COc1cccc(CC(=O)O)c1, Cc1ccccc1, O=S(Cl)Cl. Product: COc1cccc(CC(=O)Cl)c1. RXN SMILES: [CH3:17][N:18]([CH3:19])[CH:20]=[O:21].[CH3:1][O:2][c:3]1[cH:4][c:5]([CH2:9][C:10](=[O:11])[OH:12])[cH:6][cH:7][cH:8]1.[CH3:22][c:23]1[cH:24][cH:25][cH:26][cH:27][cH:28]1.[S:13]([Cl:14])([Cl:15])=[O:16]>>[CH3:1][O:2][c:3]1[cH:4][c:5]([CH2:9][C:10](=[O:12])[Cl:15])[cH:6][cH:7][cH:8]1. Reactants: [OH-].[Na+] (sodium hydroxide), Cl.NC1=NC=2C=C(C=CC2C2=C1N=C(N2CCC)COCC)O (4-amino-2-(ethoxymethyl)-1-propyl-1H-imidazo[4,5-c]quinolin-7-ol hydrochloride), C([O-])([O-])=O.[K+].[K+] (potassium carbonate), ClCCCBr (1-chloro-3-bromopropane), ClCCCI (1-chloro-3-iodopropane), C([O-])([O-])=O.[K+].[K+] (potassium carbonate). Solvent: O (water), C(C)N(CC)CC (triethylamine), CO (methanol), CN(C)C=O (DMF). Reaction conditions: temperature 70 celsius, time 8 hour. Yields the product ClCCCOC=1C=CC=2C3=C(C(=NC2C1)N)N=C(N3CCC)COCC (7-(3-chloropropoxy)-2-(ethoxymethyl)-1-propyl-1H-imidazo[4,5-c]quinolin-4-amine). Reaction SMILES: Cl.[NH2:2][C:3]1[C:12]2[N:13]=[C:14]([CH2:19][O:20][CH2:21][CH3:22])[N:15]([CH2:16][CH2:17][CH3:18])[C:11]=2[C:10]2[CH:9]=[CH:8][C:7]([OH:23])=[CH:6][C:5]=2[N:4]=1.[Cl:24][CH2:25][CH2:26][CH2:27]I.C(=O)([O-])[O-].[K+].[K+].[OH-].[Na+].ClCCCBr>CN(C=O)C.CO.O.C(N(CC)CC)C>[Cl:24][CH2:25][CH2:26][CH2:27][O:23][C:7]1[CH:8]=[CH:9][C:10]2[C:11]3[N:15]([CH2:16][CH2:17][CH3:18])[C:14]([CH2:19][O:20][CH2:21][CH3:22])=[N:13][C:12]=3[C:3]([NH2:2])=[N:4][C:5]=2[CH:6]=1 |f:0.1,3.4.5,6.7|. Procedure details: A mixture of 4-amino-2-(ethoxymethyl)-1-propyl-1H-imidazo[4,5-c]quinolin-7-ol hydrochloride (prepared using a modification on the procedure described in Parts A and B of Example 51, 2.5 g, 7.4 mmol), 1-chloro-3-iodopropane (1.7 g, 8.2 mmol), and potassium carbonate (3.1 g, 22 mmol) in DMF (25 mL) was stirred overnight, then triethylamine (2 mL) was added and the reaction mixture was heated to 70° C. for 8 hours. The mixture was allowed to cool to room temperature and was stirred overnight. The m... The reactants are BrC=1C(=C(NC1Br)C(=O)O)OC(C)C (4,5-dibromo-3-(1-methylethoxy)-1H-pyrrole-2-carboxylic acid), C(=O)(N1C=NC=C1)N1C=NC=C1 (1,1'-carbonyldiimidazole), NC1=NN=NN1 (5-aminotetrazole). Yields the product BrC=1C(=C(NC1Br)C(=O)NC1=NN=NN1)OC(C)C (4,5-Dibromo-3-(1-methylethoxy)-N-1H-tetrazol-5-yl-1H-pyrrole-2-carboxamide). Yield: 19.0%. Reaction SMILES: [Br:1][C:2]1[C:3]([O:11][CH:12]([CH3:14])[CH3:13])=[C:4]([C:8](O)=[O:9])[NH:5][C:6]=1[Br:7].C(N1C=CN=C1)(N1C=CN=C1)=O.[NH2:27][C:28]1[NH:32][N:31]=[N:30][N:29]=1>>[Br:1][C:2]1[C:3]([O:11][CH:12]([CH3:14])[CH3:13])=[C:4]([C:8]([NH:27][C:28]2[NH:32][N:31]=[N:30][N:29]=2)=[O:9])[NH:5][C:6]=1[Br:7]. Procedure details: Prepared by the method described in Example 115 from 4,5-dibromo-3-(1-methylethoxy)-1H-pyrrole-2-carboxylic acid (1.4 g, 0.004 moles), 1,1'-carbonyldiimidazole (1.2 g, 0.007 moles), and 5-aminotetrazole (0.6 g, 0.007 moles). Recrystallization from acetonitrile gave the product (0.3 g); mp 194°-196° C. Reactants: FC(F)(F)Oc1ccc(-c2ccc(C3CCC(CBr)CC3)cc2)cc1, CCC[SiH]1CCC(CBr)CC1, C1CCOC1, CCOP(=O)(OCC)OCC, [Cu]I, [Mg]. Product: CCC[SiH]1CCC(CCC2CCC(c3ccc(-c4ccc(OC(F)(F)F)cc4)cc3)CC2)CC1. RXN SMILES: [Br:1][CH2:2][CH:3]1[CH2:4][CH2:5][CH:6]([c:9]2[cH:10][cH:11][c:12](-[c:15]3[cH:16][cH:17][c:18]([O:21][C:22]([F:23])([F:24])[F:25])[cH:19][cH:20]3)[cH:13][cH:14]2)[CH2:7][CH2:8]1.[Br:38][CH2:39][CH:40]1[CH2:41][CH2:42][SiH:43]([CH2:46][CH2:47][CH3:48])[CH2:44][CH2:45]1.[CH2:51]1[O:52][CH2:53][CH2:54][CH2:55]1.[CH3:27][CH2:28][O:29][P:30]([O:31][CH2:32][CH3:33])([O:34][CH2:35][CH3:36])=[O:37].[Cu:49][I:50].[Mg:26]>>[CH2:2]([CH:3]1[CH2:4][CH2:5][CH:6]([c:9]2[cH:10][cH:11][c:12](-[c:15]3[cH:16][cH:17][c:18]([O:21][C:22]([F:23])([F:24])[F:25])[cH:19][cH:20]3)[cH:13][cH:14]2)[CH2:7][CH2:8]1)[CH2:39][CH:40]1[CH2:41][CH2:42][SiH:43]([CH2:46][CH2:47][CH3:48])[CH2:44][CH2:45]1. Starting materials: CC(C)CBr, COc1cc(C(=O)C=Cc2c[nH]c3ccccc23)cc(OC)c1OC. Product: COc1cc(C(=O)C=Cc2cn(CC(C)C)c3ccccc23)cc(OC)c1OC. As a reaction SMILES: [CH2:26]([CH:27]([CH3:28])[CH3:29])[Br:30].[nH:1]1[cH:2][c:3]([CH:10]=[CH:11][C:12](=[O:13])[c:14]2[cH:15][c:16]([O:24][CH3:25])[c:17]([O:22][CH3:23])[c:18]([O:20][CH3:21])[cH:19]2)[c:4]2[cH:5][cH:6][cH:7][cH:8][c:9]12>>[n:1]1([CH2:26][CH:27]([CH3:28])[CH3:29])[cH:2][c:3]([CH:10]=[CH:11][C:12](=[O:13])[c:14]2[cH:15][c:16]([O:24][CH3:25])[c:17]([O:22][CH3:23])[c:18]([O:20][CH3:21])[cH:19]2)[c:4]2[cH:5][cH:6][cH:7][cH:8][c:9]12.